Task: describe an organic reaction: reactants, conditions, products, and yield. Dataset: the Open Reaction Database (ORD), a public repository of structured organic reaction records Reactants: O (water), C(C=C)NCC1=COC=C1 (N-allyl-3-furylmethylamine), BrCCO (2-bromoethanol), C([O-])([O-])=O.[K+].[K+] (potassium carbonate). The solvent is CN(C=O)C (N,N-dimethylformamide). Conditions: temperature 90 celsius, time 8 hour. Product: C(C=C)N(CCO)CC1=COC=C1 (2-[allyl-(3-furylmethyl)amino]ethanol). Reaction SMILES: [CH2:1]([NH:4][CH2:5][C:6]1[CH:10]=[CH:9][O:8][CH:7]=1)[CH:2]=[CH2:3].Br[CH2:12][CH2:13][OH:14].C(=O)([O-])[O-].[K+].[K+].O>CN(C)C=O>[CH2:1]([N:4]([CH2:5][C:6]1[CH:10]=[CH:9][O:8][CH:7]=1)[CH2:12][CH2:13][OH:14])[CH:2]=[CH2:3] |f:2.3.4|. Procedure: To a solution of 6.597 g (48.09 mmol) of N-allyl-3-furylmethylamine and 18.0 g (144 mmol) of 2-bromoethanol in 100 ml of N,N-dimethylformamide, 33.2 g of potassium carbonate was added, followed by overnight stirring at 90° C. The reaction mixture was poured into water and extracted with dichloromethane 3 times. The combined organic layer was dried over anhydrous magnesium sulfate; the solvent was distilled off under reduced pressure. The resulting crude product was purified by silica gel column ... The yield is 75.3%. Yields the product C(N)(=O)C=1N=C(C(=NC1NC1=CC=C(C=C1)N1CCC(CC1)N1CCN(CC1)C)O[C@H]1CN(CC1)C(=O)OC(C)(C)C)C1CC1 (tert-butyl (3R)-3-{[5-carbamoyl-3-cyclopropyl-6-({4-[4-(4-methylpiperazin-1-yl)piperidin-1-yl]phenyl}amino)pyrazin-2-yl]oxy}pyrrolidine-1-carboxylate). Run in O (water). Reactants: O[C@H]1CN(CC1)C(=O)OC(C)(C)C (tert-butyl (3R)-3-hydroxypyrrolidine-1-carboxylate), O1CCOCC1 (dioxane), CC(C)([O-])C.[K+] (potassium tert-butoxide), ClC=1N=C(C(=NC1C1CC1)C(=O)N)NC1=CC=C(C=C1)N1CCC(CC1)N1CCN(CC1)C (5-chloro-6-cyclopropyl-3-({4-[4-(4-methylpiperazin-1-yl)piperidin-1-yl]phenyl}amino)pyrazine-2-carboxamide). Procedure: To a mixture of tert-butyl (3R)-3-hydroxypyrrolidine-1-carboxylate (151 mg) and dioxane (4 mL) were added potassium tert-butoxide (91 mg) and 5-chloro-6-cyclopropyl-3-({4-[4-(4-methylpiperazin-1-yl)piperidin-1-yl]phenyl}amino)pyrazine-2-carboxamide (190 mg), followed by stirring at 100° C. for 16 hours. After leaving to be cooled, water was added thereto, followed by extraction with ethyl acetate. The organic phase was washed with saturated brine and then dried over anhydrous magnesium sulfate, ... Reaction SMILES: [OH:1][C@@H:2]1[CH2:6][CH2:5][N:4]([C:7]([O:9][C:10]([CH3:13])([CH3:12])[CH3:11])=[O:8])[CH2:3]1.O1CCOCC1.CC(C)([O-])C.[K+].Cl[C:27]1[N:28]=[C:29]([NH:39][C:40]2[CH:45]=[CH:44][C:43]([N:46]3[CH2:51][CH2:50][CH:49]([N:52]4[CH2:57][CH2:56][N:55]([CH3:58])[CH2:54][CH2:53]4)[CH2:48][CH2:47]3)=[CH:42][CH:41]=2)[C:30]([C:36]([NH2:38])=[O:37])=[N:31][C:32]=1[CH:33]1[CH2:35][CH2:34]1>O>[C:36]([C:30]1[N:31]=[C:32]([CH:33]2[CH2:35][CH2:34]2)[C:27]([O:1][C@@H:2]2[CH2:6][CH2:5][N:4]([C:7]([O:9][C:10]([CH3:13])([CH3:12])[CH3:11])=[O:8])[CH2:3]2)=[N:28][C:29]=1[NH:39][C:40]1[CH:45]=[CH:44][C:43]([N:46]2[CH2:47][CH2:48][CH:49]([N:52]3[CH2:57][CH2:56][N:55]([CH3:58])[CH2:54][CH2:53]3)[CH2:50][CH2:51]2)=[CH:42][CH:41]=1)(=[O:37])[NH2:38] |f:2.3|. Run at temperature 100 celsius, time 16 hour. Procedure details: The title compound is prepared according to the reaction 4.01a described above using 6-(trifluoromethyl)picolinoyl chloride and (5-amino-2-fluorophenyl)methanol, followed by the oxidation of the alcohol intermediate 6-trifluoromethyl-pyridine-2-carboxylic acid (4-fluoro-3-hydroxymethyl-phenyl)-amide: LC-MS A: tR=0.80 min; [M+H]+=315.06. Reaction SMILES: O1CCOC1C1C=C(NC(=O)C2C=C(C)C=NC=2)C=CC=1.[F:22][C:23]([F:34])([F:33])[C:24]1[N:29]=[C:28]([C:30](Cl)=[O:31])[CH:27]=[CH:26][CH:25]=1.[NH2:35][C:36]1[CH:37]=[CH:38][C:39]([F:44])=[C:40]([CH2:42][OH:43])[CH:41]=1>>[F:44][C:39]1[CH:38]=[CH:37][C:36]([NH:35][C:30]([C:28]2[CH:27]=[CH:26][CH:25]=[C:24]([C:23]([F:34])([F:33])[F:22])[N:29]=2)=[O:31])=[CH:41][C:40]=1[CH:42]=[O:43]. Product: FC1=C(C=C(C=C1)NC(=O)C1=NC(=CC=C1)C(F)(F)F)C=O (6-Trifluoromethyl-pyridine-2-carboxylic acid (4-fluoro-3-formyl-phenyl)-amide). The reactants are O1C(OCC1)C=1C=C(C=CC1)NC(C1=CN=CC(=C1)C)=O (N-(3-[1,3]Dioxolan-2-yl-phenyl)-5-methyl-nicotinamide), alcohol, FC(C1=CC=CC(=N1)C(=O)Cl)(F)F (6-(trifluoromethyl)picolinoyl chloride), NC=1C=CC(=C(C1)CO)F ((5-amino-2-fluorophenyl)methanol). The reactants are Cc1ncc(Br)cn1, O=C(OOC(=O)c1ccccc1)c1ccccc1, ClC(Cl)(Cl)Cl, O=C1CCC(=O)N1Br. Yields the product BrCc1ncc(Br)cn1. As a reaction SMILES: [Br:1][c:2]1[cH:3][n:4][c:5]([CH3:8])[n:6][cH:7]1.[C:17]([O:18][O:19][C:20](=[O:21])[c:22]1[cH:23][cH:24][cH:25][cH:26][cH:27]1)(=[O:28])[c:29]1[cH:30][cH:31][cH:32][cH:33][cH:34]1.[Cl:35][C:36]([Cl:37])([Cl:38])[Cl:39].[O:9]=[C:10]1[N:11]([Br:16])[C:12](=[O:13])[CH2:14][CH2:15]1>>[Br:1][c:2]1[cH:3][n:4][c:5]([CH2:8][Br:16])[n:6][cH:7]1. Starting materials: CS(=O)(=O)O[C@@]1(N(C[C@H](C1)SC(C1=CC=CC=C1)(C1=CC=CC=C1)C1=CC=CC=C1)C(=O)OCC1=CC=C(C=C1)[N+](=O)[O-])C ((2S,4S)-2-(methanesulfonyloxy)-methyl-1-(4-nitrobenzyloxycarbonyl)-4-(triphenylmethylthio)pyrrolidine), C(N)(=O)[C@H]1NCCC1 ((2S)-2-carbamoylpyrrolidine), ice water. Run at time 5 hour. The yield is 25.3%. Procedure details: To a solution of (2S,4S)-2-(methanesulfonyloxy)-methyl-1-(4-nitrobenzyloxycarbonyl)-4-(triphenylmethylthio)pyrrolidine (3.0 g) in dimethylformamide (30 ml) was added (2S)-2-carbamoylpyrrolidine (10.76 g) and the mixture was stirred at 100°-110° C. for 5 hours. The reaction mixture was poured into ice-water (100 ml). The resulting precipitates were collected by filtration and washed with water (100 ml). The precipitates were dissolved in ethyl acetate (80 ml) and the solution was washed with aque... Solvent: CN(C=O)C (dimethylformamide). RXN SMILES: CS(O[C@@:6]1([CH3:44])[CH2:10][C@H:9]([S:11][C:12]([C:25]2[CH:30]=[CH:29][CH:28]=[CH:27][CH:26]=2)([C:19]2[CH:24]=[CH:23][CH:22]=[CH:21][CH:20]=2)[C:13]2[CH:18]=[CH:17][CH:16]=[CH:15][CH:14]=2)[CH2:8][N:7]1[C:31]([O:33][CH2:34][C:35]1[CH:40]=[CH:39][C:38]([N+:41]([O-:43])=[O:42])=[CH:37][CH:36]=1)=[O:32])(=O)=O.[C:45]([C@@H:48]1[CH2:52][CH2:51][CH2:50][NH:49]1)(=[O:47])[NH2:46]>CN(C)C=O>[C:45]([C@@H:48]1[CH2:52][CH2:51][CH2:50][N:49]1[CH2:44][C@@H:6]1[CH2:10][C@H:9]([S:11][C:12]([C:25]2[CH:26]=[CH:27][CH:28]=[CH:29][CH:30]=2)([C:19]2[CH:24]=[CH:23][CH:22]=[CH:21][CH:20]=2)[C:13]2[CH:14]=[CH:15][CH:16]=[CH:17][CH:18]=2)[CH2:8][N:7]1[C:31]([O:33][CH2:34][C:35]1[CH:40]=[CH:39][C:38]([N+:41]([O-:43])=[O:42])=[CH:37][CH:36]=1)=[O:32])(=[O:47])[NH2:46]. Product: C(N)(=O)[C@H]1N(CCC1)C[C@H]1N(C[C@H](C1)SC(C1=CC=CC=C1)(C1=CC=CC=C1)C1=CC=CC=C1)C(=O)OCC1=CC=C(C=C1)[N+](=O)[O-] ((2S ,4S )-2-[(2S)-2-carbamoylpyrrolidin-1-yl]methyl-1-(4-nitrobenzyloxycarbonyl)-4-(triphenylmethylthio)pyrrolidine). The reactants are COc1cc(-c2cnc3[nH]cc(C(=O)O)c3n2)cc(OC)c1OC, CC(O)CN, CN(C)C=O. The product is COc1cc(-c2cnc3[nH]cc(C(=O)NCC(C)O)c3n2)cc(OC)c1OC. RXN SMILES: [CH3:1][O:2][c:3]1[cH:4][c:5](-[c:13]2[n:14][c:15]3[c:16]([n:17][cH:18]2)[nH:19][cH:20][c:21]3[C:22](=[O:23])[OH:24])[cH:6][c:7]([O:11][CH3:12])[c:8]1[O:9][CH3:10].[NH2:25][CH2:26][CH:27]([CH3:28])[OH:29].[O:30]=[CH:31][N:32]([CH3:33])[CH3:34]>>[CH3:1][O:2][c:3]1[cH:4][c:5](-[c:13]2[n:14][c:15]3[c:16]([n:17][cH:18]2)[nH:19][cH:20][c:21]3[C:22](=[O:23])[NH:25][CH2:26][CH:27]([CH3:28])[OH:29])[cH:6][c:7]([O:11][CH3:12])[c:8]1[O:9][CH3:10].